The task is: describe an organic reaction: reactants, conditions, products, and yield. This data is from the Open Reaction Database (ORD), a public repository of structured organic reaction records. Starting materials: N1C(CC2=CC=CC=C12)=O (oxindole), [Li+].C[Si](C)(C)[N-][Si](C)(C)C.C1CCOC1 (LiHMDS THF), Cl (HCl), ClCCN(C=1C=C2COC(C2=CC1)=O)C (5-[(2-chloro-ethyl)-methyl-amino]-3H-isobenzofuran-1-one). The solvent is C(OC)COC (dimethoxyethane). Reaction conditions: time 10 minute. Product: ClCCN(C=1C=C2COC(C2=CC1)=C1C(NC2=CC=CC=C12)=O)C (3-{5-[(2-chloro-ethyl)-methyl-amino]-3H-isobenzofuran-1-ylidene}-1,3-dihydro-indol-2-one). Isolated yield 80.0%. RXN SMILES: [NH:1]1[C:9]2[C:4](=[CH:5][CH:6]=[CH:7][CH:8]=2)[CH2:3][C:2]1=[O:10].[Li+].C[Si]([N-][Si](C)(C)C)(C)C.C1COCC1.[Cl:26][CH2:27][CH2:28][N:29]([CH3:40])[C:30]1[CH:31]=[C:32]2[C:36](=[CH:37][CH:38]=1)[C:35](=O)[O:34][CH2:33]2.Cl>C(COC)OC>[Cl:26][CH2:27][CH2:28][N:29]([CH3:40])[C:30]1[CH:31]=[C:32]2[C:36](=[CH:37][CH:38]=1)[C:35](=[C:3]1[C:4]3[C:9](=[CH:8][CH:7]=[CH:6][CH:5]=3)[NH:1][C:2]1=[O:10])[O:34][CH2:33]2 |f:1.2.3|. Procedure details: To a stirred solution of oxindole (0.739 g, 5.55 mmol) in anhydrous dimethoxyethane (10 ml) under nitrogen was added 1.0M LiHMDS/THF solution (14.0 ml, 14.0 mmol). The mixture was stirred at room temperature for 10 minutes, and 5-[(2-chloro-ethyl)-methyl-amino]-3H-isobenzofuran-1-one (1.0 g, 4.4 mmol) was added. The mixture was stirred at room temperature for 3 hours and was then poured into 1M HCl aqueous solution (300 ml) with stirring. The resulting mixture was heated at 40° C. for 30 minutes... The reactants are CNC(=O)C(=O)c1ccccc1Oc1cc(C)cc(C)c1, CO, Cl, CON, O. Yields the product CNC(=O)C(=NOC)c1ccccc1Oc1cc(C)cc(C)c1. RXN SMILES: [CH3:1][c:2]1[cH:3][c:4]([O:5][c:6]2[c:7]([C:12]([C:13](=[O:14])[NH:15][CH3:16])=[O:17])[cH:8][cH:9][cH:10][cH:11]2)[cH:18][c:19]([CH3:21])[cH:20]1.[CH3:27][OH:28].[ClH:22].[O:23]([CH3:24])[NH2:25].[OH2:26]>>[CH3:1][c:2]1[cH:3][c:4]([O:5][c:6]2[c:7]([C:12]([C:13](=[O:14])[NH:15][CH3:16])=[N:25][O:23][CH3:24])[cH:8][cH:9][cH:10][cH:11]2)[cH:18][c:19]([CH3:21])[cH:20]1.